Dataset: the Open Reaction Database (ORD), a public repository of structured organic reaction records. Task: describe an organic reaction: reactants, conditions, products, and yield Procedure details: A mixture of hydroquinone (50 grams, 454.09 mmol) and chloroacetyl chloride (150 mL) was refluxed for 48 hours. Excess chloroacetyl chloride was distilled off, and the residue taken into ice water, filtered, dried, and recrystallised from ethyl acetate:hexane (1:6) to get pure product (55 grams, 46%) as a white fluffy powder. M.p: 127-128° C. 1H NMR (CDCl3) δ 4.20 (s, 25H, CH2), 7.24 (s, 2H, Ar). Product: ClCC(=O)OC1=CC=C(C=C1)OC(CCl)=O (Chloro-acetic acid 4-(2-chloro-acetoxy)-phenyl ester). RXN SMILES: [C:1]1([CH:8]=[CH:7][C:5]([OH:6])=[CH:4][CH:3]=1)[OH:2].[Cl:9][CH2:10][C:11](Cl)=[O:12]>>[Cl:9][CH2:10][C:11]([O:2][C:1]1[CH:8]=[CH:7][C:5]([O:6][C:11](=[O:12])[CH2:10][Cl:9])=[CH:4][CH:3]=1)=[O:12]. The reactants are C1(O)=CC=C(O)C=C1 (hydroquinone), ClCC(=O)Cl (chloroacetyl chloride). Isolated yield 46.0%. Starting materials: O=c1cc(C2(Br)CCCCC2)oc2c(CBr)cccc12, [C-]#N, CN(C)C=O, [Na+], O. Yields the product N#CCc1cccc2c(=O)cc(C3(Br)CCCCC3)oc12. As a reaction SMILES: [Br:1][C:2]1([c:8]2[o:9][c:10]3[c:11]([c:12](=[O:14])[cH:13]2)[cH:15][cH:16][cH:17][c:18]3[CH2:19][Br:20])[CH2:3][CH2:4][CH2:5][CH2:6][CH2:7]1.[C-:21]#[N:22].[CH3:25][N:26]([CH3:27])[CH:28]=[O:29].[Na+:23].[OH2:24]>>[Br:1][C:2]1([c:8]2[o:9][c:10]3[c:11]([c:12](=[O:14])[cH:13]2)[cH:15][cH:16][cH:17][c:18]3[CH2:19][C:21]#[N:22])[CH2:3][CH2:4][CH2:5][CH2:6][CH2:7]1. Reactants: N1=CC=C(C=C1)N1CCC(CC1)C(=O)Cl (1-(4-pyridyl)piperidine-4-carbonyl chloride), CC1CN(CCN1)S(=O)(=O)C1=CC2=CC=CC=C2C=C1 (3-methyl-1-(2-naphthylsulphonyl)piperazine). Yields the product CC1CN(CCN1C(=O)C1CCN(CC1)C1=CC=NC=C1)S(=O)(=O)C1=CC2=CC=CC=C2C=C1 (3-methyl-1-(2-naphthylsulphonyl)-4-[1-(4-pyridyl)piperidin-4-ylcarbonyl]piperazine). The yield is 32.0%. Reaction SMILES: [N:1]1[CH:6]=[CH:5][C:4]([N:7]2[CH2:12][CH2:11][CH:10]([C:13](Cl)=[O:14])[CH2:9][CH2:8]2)=[CH:3][CH:2]=1.[CH3:16][CH:17]1[NH:22][CH2:21][CH2:20][N:19]([S:23]([C:26]2[CH:35]=[CH:34][C:33]3[C:28](=[CH:29][CH:30]=[CH:31][CH:32]=3)[CH:27]=2)(=[O:25])=[O:24])[CH2:18]1>>[CH3:16][CH:17]1[N:22]([C:13]([CH:10]2[CH2:11][CH2:12][N:7]([C:4]3[CH:5]=[CH:6][N:1]=[CH:2][CH:3]=3)[CH2:8][CH2:9]2)=[O:14])[CH2:21][CH2:20][N:19]([S:23]([C:26]2[CH:35]=[CH:34][C:33]3[C:28](=[CH:29][CH:30]=[CH:31][CH:32]=3)[CH:27]=2)(=[O:25])=[O:24])[CH2:18]1. Procedure: Using an analogous procedure to that described in Example 1, 1-(4-pyridyl)piperidine-4-carbonyl chloride was reacted with 3-methyl-1-(2-naphthylsulphonyl)piperazine to give 3-methyl-1-(2-naphthylsulphonyl)-4-[1-(4-pyridyl)piperidin-4-ylcarbonyl]piperazine in 32% yield; The reactants are [BH3-]C#N, CO, CC(=O)O, Nc1cccc(C(O)c2ccc[nH]2)c1, [Na+]. Product: Nc1cccc(Cc2ccc[nH]2)c1. Reaction SMILES: [C:15]([BH3-:16])#[N:17].[CH3:19][OH:20].[CH3:21][C:22](=[O:23])[OH:24].[NH2:1][c:2]1[cH:3][c:4]([CH:5]([OH:6])[c:7]2[nH:8][cH:9][cH:10][cH:11]2)[cH:12][cH:13][cH:14]1.[Na+:18]>>[NH2:1][c:2]1[cH:3][c:4]([CH2:5][c:7]2[nH:8][cH:9][cH:10][cH:11]2)[cH:12][cH:13][cH:14]1. Reactants: CC1=NC(=NC=C1C(=O)O)C=1SC=CN1 (4-methyl-2-thiazol-2-yl-pyrimidine-5-carboxylic acid), NN1C=C(C2=CC(=CC=C12)F)CCC(C)(O)C (4-(1-amino-5-fluoro-1H-indol-3-yl)-2-methyl-butan-2-ol), C[N+]1(CCOCC1)C2=NC(=NC(=N2)OC)OC.[Cl-] (DMTMM). Run in C(=O)([O-])[O-].[Na+].[Na+] (Na2CO3), CN(C)C=O (DMF). Reaction conditions: temperature 50 celsius, time 2 hour. Yields the product FC=1C=C2C(=CN(C2=CC1)NC(=O)C=1C(=NC(=NC1)C=1SC=CN1)C)CCC(C)(C)O (4-methyl-2-thiazol-2-yl-pyrimidine-5-carboxylic acid [5-fluoro-3-(3-hydroxy-3-methyl-butyl)-indol-1-yl]-amide). Yield: 25.9%. As a reaction SMILES: [CH3:1][C:2]1[C:7]([C:8]([OH:10])=O)=[CH:6][N:5]=[C:4]([C:11]2[S:12][CH:13]=[CH:14][N:15]=2)[N:3]=1.[NH2:16][N:17]1[C:25]2[C:20](=[CH:21][C:22]([F:26])=[CH:23][CH:24]=2)[C:19]([CH2:27][CH2:28][C:29]([CH3:32])([OH:31])[CH3:30])=[CH:18]1.C[N+]1(C2N=C(OC)N=C(OC)N=2)CCOCC1.[Cl-]>CN(C=O)C.C([O-])([O-])=O.[Na+].[Na+]>[F:26][C:22]1[CH:21]=[C:20]2[C:25](=[CH:24][CH:23]=1)[N:17]([NH:16][C:8]([C:7]1[C:2]([CH3:1])=[N:3][C:4]([C:11]3[S:12][CH:13]=[CH:14][N:15]=3)=[N:5][CH:6]=1)=[O:10])[CH:18]=[C:19]2[CH2:27][CH2:28][C:29]([OH:31])([CH3:30])[CH3:32] |f:2.3,5.6.7|. Reported procedure: A solution of 4-methyl-2-thiazol-2-yl-pyrimidine-5-carboxylic acid (300 mg, 1.36 mmol) and 4-(1-amino-5-fluoro-1H-indol-3-yl)-2-methyl-butan-2-ol (325 mg, 1.38 mmol) in DMF (5 mL) is stirred at 50° C. for 1 h. The mixture is treated with DMTMM (380 mg, 1.38 mmol) and stirred at 50° C. for 2 h. The mixture is diluted with saturated aqueous Na2CO3 (50 mL), and extracted with EtOAc (3×50 mL). The combined organic layer is dried (Na2SO4), filtered and concentrated in vacuo. The residue is purified b...